This data is from the Open Reaction Database (ORD), a public repository of structured organic reaction records. The task is: describe an organic reaction: reactants, conditions, products, and yield Reactants: NCCCC#CC=1C(=NC(=NC1)NC1=CC=C(C#N)C=C1)N1CCCC1 (4-((5-(5-amino-1-pentyn-1-yl)-4-(pyrrolidin-1-yl)pyrimidin-2-yl)amino)benzonitrile), C(=O)(OC(C)(C)C)N([C@@H](C)C(=O)O)C (N-Boc-N-methyl-L-alanine), Cl.C(C)N=C=NCCCN(C)C (1-ethyl-3-(3-dimethylaminopropyl)carbodiimide hydrochloride), O.ON1N=NC2=C1C=CC=C2 (1-hydroxybenzotriazole monohydrate). Solvent: CN(C=O)C (N,N-dimethylformamide), C(C)(C)N(C(C)C)CC (N,N-diisopropylethylamine). Conditions: time 3 hour. The product is C(#N)C1=CC=C(C=C1)NC1=NC=C(C(=N1)N1CCCC1)C#CCCCNC([C@H](C)N(C(OC(C)(C)C)=O)C)=O ((S)-tert-butyl (1 -((5-(2-((4-cyanophenyl)amino)-4-(pyrrolidin-1-yl)pyrimidin-5-yl)-4-pentyn-1-yl)amino)-1-oxopropan-2-yl)(methyl)carbamate). Reaction SMILES: [NH2:1][CH2:2][CH2:3][CH2:4][C:5]#[C:6][C:7]1[C:8]([N:22]2[CH2:26][CH2:25][CH2:24][CH2:23]2)=[N:9][C:10]([NH:13][C:14]2[CH:21]=[CH:20][C:17]([C:18]#[N:19])=[CH:16][CH:15]=2)=[N:11][CH:12]=1.[C:27]([N:34]([CH3:40])[C@H:35]([C:37](O)=[O:38])[CH3:36])([O:29][C:30]([CH3:33])([CH3:32])[CH3:31])=[O:28].Cl.C(N=C=NCCCN(C)C)C.O.ON1C2C=CC=CC=2N=N1>CN(C)C=O.C(N(CC)C(C)C)(C)C>[C:18]([C:17]1[CH:20]=[CH:21][C:14]([NH:13][C:10]2[N:9]=[C:8]([N:22]3[CH2:23][CH2:24][CH2:25][CH2:26]3)[C:7]([C:6]#[C:5][CH2:4][CH2:3][CH2:2][NH:1][C:37](=[O:38])[C@@H:35]([N:34]([CH3:40])[C:27](=[O:28])[O:29][C:30]([CH3:31])([CH3:33])[CH3:32])[CH3:36])=[CH:12][N:11]=2)=[CH:15][CH:16]=1)#[N:19] |f:2.3,4.5|. Reported procedure: To a solution of 4-((5-(5-amino-1-pentyn-1-yl)-4-(pyrrolidin-1-yl)pyrimidin-2-yl)amino)benzonitrile (H4, 2.64 g), N-Boc-N-methyl-L-alanine (3.10 g), 1-ethyl-3-(3-dimethylaminopropyl)carbodiimide hydrochloride (2.92 g) and 1-hydroxybenzotriazole monohydrate (2.06 g) in N,N-dimethylformamide (40 mL), N,N-diisopropylethylamine (3.98 mL) was added at room temperature, and the mixture was stirred at the same temperature for 3 hours. The solvent was evaporated under reduced pressure, and to the obtain...